Dataset: the Open Reaction Database (ORD), a public repository of structured organic reaction records. Task: describe an organic reaction: reactants, conditions, products, and yield Reaction SMILES: [CH3:47][CH2:48][OH:49].[ClH:1].[ClH:2].[Na+:46].[OH-:45].[c:3]1([CH:9]([O:10][CH:11]2[CH2:12][CH2:13][N:14]([CH2:17][CH2:18][CH2:19][NH:20][c:21]3[cH:22][cH:23][c:24]4[n:25]([n:26]3)[cH:27][c:28]([C:30]3([C:33](=[O:34])[O:35][CH:36]([CH3:37])[CH3:38])[CH2:31][CH2:32]3)[n:29]4)[CH2:15][CH2:16]2)[c:39]2[cH:40][cH:41][cH:42][cH:43][cH:44]2)[cH:4][cH:5][cH:6][cH:7][cH:8]1>>[c:3]1([CH:9]([O:10][CH:11]2[CH2:12][CH2:13][N:14]([CH2:17][CH2:18][CH2:19][NH:20][c:21]3[cH:22][cH:23][c:24]4[n:25]([n:26]3)[cH:27][c:28]([C:30]3([C:33](=[O:34])[OH:35])[CH2:31][CH2:32]3)[n:29]4)[CH2:15][CH2:16]2)[c:39]2[cH:40][cH:41][cH:42][cH:43][cH:44]2)[cH:4][cH:5][cH:6][cH:7][cH:8]1. The reactants are CCO, Cl, Cl, [Na+], [OH-], CC(C)OC(=O)C1(c2cn3nc(NCCCN4CCC(OC(c5ccccc5)c5ccccc5)CC4)ccc3n2)CC1. The product is O=C(O)C1(c2cn3nc(NCCCN4CCC(OC(c5ccccc5)c5ccccc5)CC4)ccc3n2)CC1. The reactants are C1(CC1)C1=C(CC=2C=C3CCCOC3=CC2)C=C(C=C1)C1O[C@@H]([C@H]([C@@H]([C@H]1OCC1=CC=CC=C1)OCC1=CC=CC=C1)OCC1=CC=CC=C1)COCC1=CC=CC=C1 (6-[2-cyclopropyl-5-((3S,4R,5R,6R)-3,4,5-tris-benzyloxy-6-benzyloxymethyl-tetrahydro-pyran-2-yl)-benzyl]-chroman). The reagents and catalysts are [Pd] (palladium charcoal). Run in C1CCOC1 (THF). Reaction conditions: time 8 hour. Yields the product O1CCCC2=CC(=CC=C12)CC=1C=C(C=CC1C1CC1)[C@@H]1O[C@@H]([C@H]([C@@H]([C@H]1O)O)O)CO ((2S,3R,4R,5S,6R)-2-(3-chroman-6-ylmethyl-4-cyclopropyl-phenyl)-6-hydroxymethyl-tetrahydro-pyran-3,4,5-triol). Yield: 17.9%. RXN SMILES: [CH:1]1([C:4]2[CH:20]=[CH:19][C:18]([CH:21]3[C@H:26]([O:27]CC4C=CC=CC=4)[C@@H:25]([O:35]CC4C=CC=CC=4)[C@H:24]([O:43]CC4C=CC=CC=4)[C@@H:23]([CH2:51][O:52]CC4C=CC=CC=4)[O:22]3)=[CH:17][C:5]=2[CH2:6][C:7]2[CH:8]=[C:9]3[C:14](=[CH:15][CH:16]=2)[O:13][CH2:12][CH2:11][CH2:10]3)[CH2:3][CH2:2]1>C1COCC1.[Pd]>[O:13]1[C:14]2[C:9](=[CH:8][C:7]([CH2:6][C:5]3[CH:17]=[C:18]([C@H:21]4[C@H:26]([OH:27])[C@@H:25]([OH:35])[C@H:24]([OH:43])[C@@H:23]([CH2:51][OH:52])[O:22]4)[CH:19]=[CH:20][C:4]=3[CH:1]3[CH2:2][CH2:3]3)=[CH:16][CH:15]=2)[CH2:10][CH2:11][CH2:12]1. Procedure details: To a stirred solution of 6-[2-cyclopropyl-5-((3S,4R,5R,6R)-3,4,5-tris-benzyloxy-6-benzyloxymethyl-tetrahydro-pyran-2-yl)-benzyl]-chroman (650 mg) in THF (5 mL) was added 10% palladium charcoal activated (dry) (100 mg), methanol (5 mL), and conc. HCl (0.2 mL). The reaction mixture was stirred under hydrogen atmosphere (bladder pressure) overnight then filtered through a celite bed. The filtrate was concentrated and purified by preparative HPLC to furnish (2S,3R,4R,5S,6R)-2-(3-chroman-6-ylmethyl-4... Reactants: C(C)(C)(C)OC(NC(C(C[N+](=O)[O-])O[Si](C)(C)C)CC)=O ((1-Ethyl-3-nitro-2-trimethylsilanyloxy-propyl)-carbamic acid tert-butyl ester), C1(=CC=C(C=C1)N=C=O)N=C=O (1,4-Phenylene diisocyanate), CC(C#C)C (3-methyl-1-butyne), O (Water). The reagents and catalysts are C(C)N(CC)CC (triethylamine). Run in C1(=CC=CC=C1)C (toluene). Run at temperature 50 celsius, time 2 hour. The product is C(C)(C)(C)OC(NC(CC)C(O[Si](C)(C)C)C1=NOC(=C1)C(C)C)=O ({1-[(5-Isopropyl-isoxazol-3-yl)-trimethylsilanyloxy-methyl]-propyl}-carbamic acid tert-butyl ester). The yield is 72.1%. Reaction SMILES: [C:1]([O:5][C:6](=[O:21])[NH:7][CH:8]([CH2:19][CH3:20])[CH:9]([O:14][Si:15]([CH3:18])([CH3:17])[CH3:16])[CH2:10][N+:11]([O-:13])=O)([CH3:4])([CH3:3])[CH3:2].C1(N=C=O)C=CC(N=C=O)=CC=1.[CH3:34][CH:35]([CH3:38])[C:36]#[CH:37].O>C1(C)C=CC=CC=1.C(N(CC)CC)C>[C:1]([O:5][C:6](=[O:21])[NH:7][CH:8]([CH:9]([C:10]1[CH:37]=[C:36]([CH:35]([CH3:38])[CH3:34])[O:13][N:11]=1)[O:14][Si:15]([CH3:18])([CH3:17])[CH3:16])[CH2:19][CH3:20])([CH3:2])([CH3:3])[CH3:4]. Procedure: To a solution of (1-Ethyl-3-nitro-2-trimethylsilanyloxy-propyl)-carbamic acid tert-butyl ester (918 mg, 2.86 mmol), 1,4-Phenylene diisocyanate (1.38 g, 8.5 mmol) and 3-methyl-1-butyne (586 mg, 8.5 mmol) in dry toluene (15 mL) under N2 is added triethylamine (10 drops). The mixture is heated to 50° C. in a sealed vial for 28 h, and then cooled to room temperature Water (1 mL) is added and the mixture is stirred for an additional 2 h, then filtered. The filtrate is concentrated in vacuum and the r... Starting materials: CC(C)(C)OC(=O)C(CNC(=O)c1ccc(CCC(=O)NC2=NCCCN2)cc1)Nc1nc2cc(Br)ccc2o1, ClCCl, O=C(O)C(F)(F)F. The product is O=C(CCc1ccc(C(=O)NCC(Nc2nc3cc(Br)ccc3o2)C(=O)O)cc1)NC1=NCCCN1. As a reaction SMILES: [Br:1][c:2]1[cH:3][cH:4][c:5]2[c:6]([n:7][c:8]([NH:10][CH:11]([CH2:12][NH:13][C:14]([c:15]3[cH:16][cH:17][c:18]([CH2:21][CH2:22][C:23]([NH:24][C:25]4=[N:30][CH2:29][CH2:28][CH2:27][NH:26]4)=[O:31])[cH:19][cH:20]3)=[O:32])[C:33](=[O:34])[O:35][C:36]([CH3:37])([CH3:38])[CH3:39])[o:9]2)[cH:40]1.[Cl:48][CH2:49][Cl:50].[F:41][C:42]([F:43])([F:44])[C:45]([OH:46])=[O:47]>>[Br:1][c:2]1[cH:3][cH:4][c:5]2[c:6]([n:7][c:8]([NH:10][CH:11]([CH2:12][NH:13][C:14]([c:15]3[cH:16][cH:17][c:18]([CH2:21][CH2:22][C:23]([NH:24][C:25]4=[N:30][CH2:29][CH2:28][CH2:27][NH:26]4)=[O:31])[cH:19][cH:20]3)=[O:32])[C:33](=[O:34])[OH:35])[o:9]2)[cH:40]1. The reactants are N(=[N+]=[N-])CCOC1=CC=C(C=C1)CC(C(=O)OCC)CCOC1=CC=CC=C1 (ethyl 3-[4-(2-azidoethoxy)phenyl]-2-(2-phenoxyethyl)propionate). The reagents and catalysts are [Pd] (palladium on carbon). Product: NCCOC1=CC=C(C=C1)CC(C(=O)OCC)CCOC1=CC=CC=C1 (Ethyl 3-[4-(2-aminoethoxy)phenyl]-2-(phenoxyethyl)propionate). The yield is 94.9%. Reaction SMILES: [N:1]([CH2:4][CH2:5][O:6][C:7]1[CH:12]=[CH:11][C:10]([CH2:13][CH:14]([CH2:20][CH2:21][O:22][C:23]2[CH:28]=[CH:27][CH:26]=[CH:25][CH:24]=2)[C:15]([O:17][CH2:18][CH3:19])=[O:16])=[CH:9][CH:8]=1)=[N+]=[N-]>[Pd]>[NH2:1][CH2:4][CH2:5][O:6][C:7]1[CH:8]=[CH:9][C:10]([CH2:13][CH:14]([CH2:20][CH2:21][O:22][C:23]2[CH:24]=[CH:25][CH:26]=[CH:27][CH:28]=2)[C:15]([O:17][CH2:18][CH3:19])=[O:16])=[CH:11][CH:12]=1. Reported procedure: In a similar manner to that described in Reference example 1(d), a reaction was carried out using ethyl 3-[4-(2-azidoethoxy)phenyl]-2-(2-phenoxyethyl)propionate (538 mg) and palladium on carbon (5%, 500 mg) and the reaction mixture was treated to afford the title compound (476 mg) as a syrup. The reactants are O=C([O-])O, C#CCBr, CN(C)C=O, Cc1ccccc1, [H-], [Na+], [Na+], O=C1CSCN1. The product is C#CCN1CSCC1=O. As a reaction SMILES: [C:13](=[O:14])([OH:15])[O-:16].[CH2:9]([C:10]#[CH:11])[Br:12].[CH3:18][N:19]([CH3:20])[CH:21]=[O:22].[CH3:23][c:24]1[cH:25][cH:26][cH:27][cH:28][cH:29]1.[H-:7].[Na+:17].[Na+:8].[O:1]=[C:2]1[NH:3][CH2:4][S:5][CH2:6]1>>[O:1]=[C:2]1[N:3]([CH2:11][C:10]#[CH:9])[CH2:4][S:5][CH2:6]1.